This data is from the Open Reaction Database (ORD), a public repository of structured organic reaction records. The task is: describe an organic reaction: reactants, conditions, products, and yield Starting materials: CS(=O)(=O)NCCN[C@@]1(CCN2CCC3=C([C@@H]2C1)C=CC(=C3)OC)CCN ((2R,11bS) 2-(2-methanesulfonamidoethylamino)-2-(2-aminoethyl)-9-methoxy-1,3,4,6,7,11b-hexahydrobenzo[a]quinolizine), C(Cl)Cl (methylene chloride), N1=CC=CC=C1 (pyridine), solution, C(=O)(Cl)Cl (phosgene). Solvent: C1(=CC=CC=C1)C (toluene). Conditions: time 8 hour. Yields the product C=1CC=CN2C=CC3=C(C12)OC1=C3C=CC=C1 (2H-benzofuro[2,3-a]quinolizine). Reaction SMILES: CS(NCCN[C@@:9]1(CCN)[CH2:18][C@@H:17]2[N:12]([CH2:13][CH2:14][C:15]3[CH:22]=[C:21]([O:23]C)[CH:20]=[CH:19][C:16]=32)[CH2:11][CH2:10]1)(=O)=O.C(Cl)Cl.N1C=CC=[CH:33][CH:32]=1.C(Cl)(Cl)=O>C1(C)C=CC=CC=1>[CH:18]1[CH2:9][CH:10]=[CH:11][N:12]2[C:17]=1[C:16]1[O:23][C:21]3[CH:20]=[CH:19][CH:33]=[CH:32][C:22]=3[C:15]=1[CH:14]=[CH:13]2. Procedure: 4.50 grams (11.35 mmol) of (2R,11bS) 2-(2-methanesulfonamidoethylamino)-2-(2-aminoethyl)-9-methoxy-1,3,4,6,7,11b-hexahydrobenzo[a]quinolizine and 600 milliliters of methylene chloride containing 6.02 milliliters (25.01 mmol) of dry pyridine was cooled to 0° C. and 6.02 milliliters (11.91 mmol) of a 1.98M solution of phosgene in toluene was added dropwise over two hours. The mixture was stirred overnight at room temperature, washed with saturated aqueous NaHCO3 and brine, dried, filtered and conc...